Dataset: the Open Reaction Database (ORD), a public repository of structured organic reaction records. Task: describe an organic reaction: reactants, conditions, products, and yield Product: ClC1=CC=C(C=C1)[C@H](CN(C1=CC=CC=C1)CCO)O ((R)-1-(4-chlorophenyl)-2-[(2-hydroxyethyl)(phenyl)amino]-1-ethanol). Reaction conditions: temperature 60 celsius, time 15 hour. Yield: 49.0%. RXN SMILES: [Cl:1][C:2]1[CH:10]=[CH:9][C:5]([C@H:6]2[O:8][CH2:7]2)=[CH:4][CH:3]=1.[NH:11]([CH2:18][CH2:19][OH:20])[C:12]1[CH:17]=[CH:16][CH:15]=[CH:14][CH:13]=1>>[Cl:1][C:2]1[CH:10]=[CH:9][C:5]([C@@H:6]([OH:8])[CH2:7][N:11]([CH2:18][CH2:19][OH:20])[C:12]2[CH:17]=[CH:16][CH:15]=[CH:14][CH:13]=2)=[CH:4][CH:3]=1. Procedure: To (R)-4-chloro-styrene oxide (1.55 g, 10.0 mmol), 2-anilinoethanol (1.44 g, 1.05 equivalents) was added; and the mixture was stirred at 60° C. for 15 hours. The mixture was cooled to room temperature to obtain 3.38 of the reaction mixture of the title compound (chemical purity: 52.1 area %, 2-anilinoethanol: 1.5 area %, 28.4 area % of regioisomer was contaminated). The reaction mixture was purified by column chromatography (gel: silica gel, solvent: ethyl acetate/hexane=1/1), and the obtained f... Reactants: ClC1=CC=C([C@@H]2CO2)C=C1 ((R)-4-chloro-styrene oxide), N(C1=CC=CC=C1)CCO (2-anilinoethanol). Reactants: FC(S(=O)(=O)OS(=O)(=O)C(F)(F)F)(F)F (trifluoromethanesulfonic anhydride), COC(N(C(CCC)CCC)CCC1=C(C=CC=C1)Br)=O (methyl[2-(2-bromophenyl)ethyl](1-propylbutyl)carbamate), saturated aqueous solution, C([O-])([O-])=O.[Na+].[Na+] (sodium carbonate). Reagents/catalysts: CN(C1=CC=NC=C1)C (4-dimethylaminopyridine). Run in ClCCl (dichloromethane), ClCCl (dichloromethane). Conditions: time 20 hour. Yields the product BrC1=C2CCN(C(C2=CC=C1)=O)C(CCC)CCC (5-bromo-2-(1-propylbutyl)-3,4-dihydroisoquinolin-1(2H)-one). Isolated yield 87.7%. RXN SMILES: C[O:2][C:3](=O)[N:4]([CH2:12][CH2:13][C:14]1[CH:19]=[CH:18][CH:17]=[CH:16][C:15]=1[Br:20])[CH:5]([CH2:9][CH2:10][CH3:11])[CH2:6][CH2:7][CH3:8].FC(F)(F)S(OS(C(F)(F)F)(=O)=O)(=O)=O.C(=O)([O-])[O-].[Na+].[Na+]>ClCCl.CN(C)C1C=CN=CC=1>[Br:20][C:15]1[CH:16]=[CH:17][CH:18]=[C:19]2[C:14]=1[CH2:13][CH2:12][N:4]([CH:5]([CH2:9][CH2:10][CH3:11])[CH2:6][CH2:7][CH3:8])[C:3]2=[O:2] |f:2.3.4|. Procedure details: 5.8 g of methyl[2-(2-bromophenyl)ethyl](1-propylbutyl)carbamate are dissolved, under an inert atmosphere, in 250 cm3 of dichloromethane, at a temperature close to 20° C. 5.43 g of 4-dimethylaminopyridine are added to the reaction mixture. This is cooled to a temperature close to 0° C. 13 cm3 of trifluoromethanesulfonic anhydride in solution in 250 cm3 of anhydrous dichloromethane are poured into the reaction mixture over 45 min. The suspension is kept stirring for 20 h at a temperature close to ... Reactants: CC(C)=O, O=Cc1ccc(Cl)c(Cl)c1, [Na+], [OH-], O. Product: CC(=O)C=Cc1ccc(Cl)c(Cl)c1. RXN SMILES: [CH3:13][C:14]([CH3:15])=[O:16].[Cl:1][c:2]1[cH:3][c:4]([CH:5]=[O:6])[cH:7][cH:8][c:9]1[Cl:10].[Na+:12].[OH-:11].[OH2:17]>>[Cl:1][c:2]1[cH:3][c:4]([CH:5]=[CH:13][C:14]([CH3:15])=[O:16])[cH:7][cH:8][c:9]1[Cl:10]. Starting materials: Cc1ccc(C(=O)O)s1, CC(C)CC(N)CSCC(=O)OC(C)(C)C, On1nnc2ccccc21. Yields the product Cc1ccc(C(=O)NC(CSCC(=O)OC(C)(C)C)CC(C)C)s1. As a reaction SMILES: [CH3:17][c:18]1[cH:19][cH:20][c:21]([C:23](=[O:24])[OH:25])[s:22]1.[NH2:1][CH:2]([CH2:3][S:4][CH2:5][C:6](=[O:7])[O:8][C:9]([CH3:10])([CH3:11])[CH3:12])[CH2:13][CH:14]([CH3:15])[CH3:16].[OH:26][n:27]1[c:28]2[cH:29][cH:30][cH:31][cH:32][c:33]2[n:34][n:35]1>>[NH:1]([CH:2]([CH2:3][S:4][CH2:5][C:6](=[O:7])[O:8][C:9]([CH3:10])([CH3:11])[CH3:12])[CH2:13][CH:14]([CH3:15])[CH3:16])[C:23]([c:21]1[cH:20][cH:19][c:18]([CH3:17])[s:22]1)=[O:24]. Reactants: CC1CN(Cc2cccc(Br)c2)CCN1, CCOC(C)=O, CN(C)c1ccncc1, CS(C)=O, O=C(Cl)OCc1ccccc1, [Na+], O=C([O-])O. The product is CC1CN(Cc2cccc(Br)c2)CCN1C(=O)OCc1ccccc1. Reaction SMILES: [Br:1][c:2]1[cH:3][c:4]([CH2:8][N:9]2[CH2:10][CH:11]([CH3:15])[NH:12][CH2:13][CH2:14]2)[cH:5][cH:6][cH:7]1.[CH3:27][CH2:28][O:29][C:30](=[O:31])[CH3:32].[CH3:38][N:39]([c:40]1[cH:41][cH:42][n:43][cH:44][cH:45]1)[CH3:46].[CH3:47][S:48]([CH3:49])=[O:50].[Cl:16][C:17](=[O:18])[O:19][CH2:20][c:21]1[cH:22][cH:23][cH:24][cH:25][cH:26]1.[Na+:37].[O-:33][C:34]([OH:35])=[O:36]>>[Br:1][c:2]1[cH:3][c:4]([CH2:8][N:9]2[CH2:10][CH:11]([CH3:15])[N:12]([C:17](=[O:18])[O:19][CH2:20][c:21]3[cH:22][cH:23][cH:24][cH:25][cH:26]3)[CH2:13][CH2:14]2)[cH:5][cH:6][cH:7]1. Reactants: C(CC(=O)C)(=O)N[C@H]1CC(=O)OC1=O (N-acetoacetyl-L-aspartic anhydride), C(C)(=O)OC(C)=O (acetic anhydride), C(CC(=O)C)(=O)N[C@H]1CC(=O)OC1=O (N-acetoacetyl-L-aspartic anhydride), COC([C@@H](N)CC1=CC=CC=C1)=O (L-phenylalanine methyl ester). Yields the product COC([C@@H](NC([C@@H](NC(CC(=O)C)=O)CC(O)=O)=O)CC1=CC=CC=C1)=O (N-acetoacetyl-α-L-aspartyl-L-phenylalanine methyl ester). As a reaction SMILES: [C:1]([NH:7][C@@H:8]1[C:13](=[O:14])[O:12][C:10](=[O:11])[CH2:9]1)(=[O:6])[CH2:2][C:3]([CH3:5])=[O:4].C(OC(=O)C)(=O)C.[CH3:22][O:23][C:24](=[O:34])[C@H:25]([CH2:27][C:28]1[CH:33]=[CH:32][CH:31]=[CH:30][CH:29]=1)[NH2:26]>>[CH3:22][O:23][C:24](=[O:34])[C@H:25]([CH2:27][C:28]1[CH:33]=[CH:32][CH:31]=[CH:30][CH:29]=1)[NH:26][C:13](=[O:14])[C@H:8]([CH2:9][C:10](=[O:11])[OH:12])[NH:7][C:1](=[O:6])[CH2:2][C:3]([CH3:5])=[O:4]. Reported procedure: This invention encompasses a method and intermediates for preparing a commercial sweetening agent, α-L-aspartyl-L-phenylalanine methyl ester. The process involves reacting L-aspartic acid with diketene to form N-acetoacetyl-L-aspartic acid which is converted to N-acetoacetyl-L-aspartic anhydride by reaction with acetic anhydride. N-acetoacetyl-L-aspartic anhydride is reacted with L-phenylalanine methyl ester to provide N-acetoacetyl-α-L-aspartyl-L-phenylalanine methyl ester which is converted to... Reactants: C(C)(C)(C)OC(NCC1=CC=2N(C=C1C1=C(C=C(C=C1)Cl)Cl)C=CN2)=O ([6-(2,4-dichloro-phenyl)-imidazo[1,2-a]pyridin-7-ylmethyl]-carbamic acid tert-butyl ester), C1CC(=O)N(C1=O)Br (NBS). The solvent is CN(C)C=O (DMF), CCOC(=O)C (AcOEt). Run at temperature 0 celsius, time 1 hour. The product is C(C)(C)(C)OC(NCC1=CC=2N(C=C1C1=C(C=C(C=C1)Cl)Cl)C(=CN2)Br)=O ([3-Bromo-6-(2,4-dichloro-phenyl)-imidazo[1,2-a]pyridin-7-ylmethyl]-carbamic acid tert-butyl ester). The yield is 73.6%. RXN SMILES: [C:1]([O:5][C:6](=[O:26])[NH:7][CH2:8][C:9]1[C:14]([C:15]2[CH:20]=[CH:19][C:18]([Cl:21])=[CH:17][C:16]=2[Cl:22])=[CH:13][N:12]2[CH:23]=[CH:24][N:25]=[C:11]2[CH:10]=1)([CH3:4])([CH3:3])[CH3:2].C1C(=O)N([Br:34])C(=O)C1>CN(C=O)C.CCOC(C)=O>[C:1]([O:5][C:6](=[O:26])[NH:7][CH2:8][C:9]1[C:14]([C:15]2[CH:20]=[CH:19][C:18]([Cl:21])=[CH:17][C:16]=2[Cl:22])=[CH:13][N:12]2[C:23]([Br:34])=[CH:24][N:25]=[C:11]2[CH:10]=1)([CH3:4])([CH3:2])[CH3:3]. Procedure details: A solution of [6-(2,4-dichloro-phenyl)-imidazo[1,2-a]pyridin-7-ylmethyl]-carbamic acid tert-butyl ester (543 mg, 1.38 mmol) in DMF (5 mL) was cooled to 0° C., treated with NBS (222 mg, 1.25 mmol), and stirred at 0° C. for 1 h. The reaction mixture was diluted in AcOEt and washed with water and brine. The organic layer was dried over Na2SO4, filtered and evaporated. The residue was purified by Combi-Flash Companion™ (Isco Inc.) column chromatography (SiO2; gradient elution, [hexane/DCM 1:1]/TBME ...